This data is from the Open Reaction Database (ORD), a public repository of structured organic reaction records. The task is: describe an organic reaction: reactants, conditions, products, and yield Reactants: C[O-].[Na+] (sodium methoxide), ClC1=NC2=CC(=C(C=C2N=C1Cl)C(=O)OC)C (methyl 2,3-dichloro-7-methylquinoxaline-6-carboxylate), C(Cl)(Cl)Cl (chloroform), O (water). Run in CO (methanol), CO (methanol), CO (methanol). Reaction conditions: time 1 hour. Product: ClC=1C(=NC2=CC(=C(C=C2N1)C(=O)OC)C)OC (methyl 3-chloro-2-methoxy-7-methylquinoxaline-6-carboxylate). RXN SMILES: Cl[C:2]1[C:11]([Cl:12])=[N:10][C:9]2[C:4](=[CH:5][C:6]([CH3:17])=[C:7]([C:13]([O:15][CH3:16])=[O:14])[CH:8]=2)[N:3]=1.[CH3:18][O-:19].[Na+].C(Cl)(Cl)Cl.O>CO>[Cl:12][C:11]1[C:2]([O:19][CH3:18])=[N:3][C:4]2[C:9]([N:10]=1)=[CH:8][C:7]([C:13]([O:15][CH3:16])=[O:14])=[C:6]([CH3:17])[CH:5]=2 |f:1.2|. Procedure details: Under cooling in an ice-acetone bath, to a mixed liquid of 10.0 g of methyl 2,3-dichloro-7-methylquinoxaline-6-carboxylate in methanol was added dropwise a mixed liquid of 8.54 g of a 28% sodium methoxide solution in methanol and 80.0 mL of methanol over 6 hours. After stirring at the same temperature for 1 hour, the mixture was warmed to room temperature, followed by stirring for 1 hour. To the reaction mixture were added chloroform and water, followed by extraction with chloroform, and the org... The reactants are CC1=C(C(=CC=C1)C)C1=CC(=CC=C1)C=O (2′,6′-Dimethylbiphenyl-3-carbaldehyde), [BH4-].[Na+] (sodium borohydride), Cl (hydrochloric acid). Run in COCCOC (1,2-dimethoxyethane), O1CCCC1 (tetrahydrofuran). Conditions: time 3 hour. The product is CC1=C(C(=CC=C1)C)C1=CC(=CC=C1)CO ((2′,6′-dimethylbiphenyl-3-yl)methanol). Yield: 83.5%. As a reaction SMILES: [CH3:1][C:2]1[CH:7]=[CH:6][CH:5]=[C:4]([CH3:8])[C:3]=1[C:9]1[CH:14]=[CH:13][CH:12]=[C:11]([CH:15]=[O:16])[CH:10]=1.[BH4-].[Na+].Cl>COCCOC.O1CCCC1>[CH3:8][C:4]1[CH:5]=[CH:6][CH:7]=[C:2]([CH3:1])[C:3]=1[C:9]1[CH:14]=[CH:13][CH:12]=[C:11]([CH2:15][OH:16])[CH:10]=1 |f:1.2|. Reported procedure: 2′,6′-Dimethylbiphenyl-3-carbaldehyde (18.5 g, 88.0 mmol) was dissolved in a mixed solvent of 1,2-dimethoxyethane (100 mL) and tetrahydrofuran (100 mL), and sodium borohydride (1.66 g, 44.0 mmol) was added under ice-cooling, and the mixture was stirred at the same temperature for 3 hr, further at room temperature for 3 hr. Diluted hydrochloric acid was added to the reaction mixture, and the mixture was extracted with ethyl acetate. The extract was washed with saturated brine, dried over anhydrou... Starting materials: C(C1=CC=CC=C1)N(CCOC1=C(C=CC=C1)OC)CCCC1=CNC2=CC=CC=C12 (benzyl-[3-(1H-indol-3-yl)-propyl]-[2-(2-methoxy-phenoxy)-ethyl]amine). The reagents and catalysts are [Pd] (palladium on carbon). The solvent is C(C)O (ethanol). Reaction conditions: time 20 hour. Yields the product N1C=C(C2=CC=CC=C12)CCCNCCOC1=C(C=CC=C1)OC ([3-(1H-Indol-3-yl)-propyl]-[2-(2-methoxy-phenoxy)-ethyl]-amine). RXN SMILES: C([N:8]([CH2:20][CH2:21][CH2:22][C:23]1[C:31]2[C:26](=[CH:27][CH:28]=[CH:29][CH:30]=2)[NH:25][CH:24]=1)[CH2:9][CH2:10][O:11][C:12]1[CH:17]=[CH:16][CH:15]=[CH:14][C:13]=1[O:18][CH3:19])C1C=CC=CC=1>[Pd].C(O)C>[NH:25]1[C:26]2[C:31](=[CH:30][CH:29]=[CH:28][CH:27]=2)[C:23]([CH2:22][CH2:21][CH2:20][NH:8][CH2:9][CH2:10][O:11][C:12]2[CH:17]=[CH:16][CH:15]=[CH:14][C:13]=2[O:18][CH3:19])=[CH:24]1. Procedure: A mixture of benzyl-[3-(1H-indol-3-yl)-propyl]-[2-(2-methoxy-phenoxy)-ethyl]amine (2 g, 4.7 mmol) and 5% palladium on carbon in ethanol was hydrogenated for 20 hours. The catalyst was filtered off and the solvent removed under vacuum. Chromato-graphy (ethyl acetate-hexanes-methanol-ammonia hydroxide: 4/4/1/1) affored 0.79 g (52%) of product as a white solid: mp 101-102° C. The reactants are C1=CC=CC=2C3C4=CC=CC=C4C(C12)(C3)C(=O)N3CCC(CC3)O ((9,10-dihydro-9,10-methanoanthracen-9-ylcarbonyl)piperidin-4-ol), [H-].[Al+3].[Li+].[H-].[H-].[H-] (lithium aluminum hydride). The solvent is C(C)OCC (diethyl ether). Conditions: temperature 0 celsius, time 30 minute. Product: C1=CC=CC=2C3C4=CC=CC=C4C(C12)(C3)CN3CCC(CC3)O (1-(9,10-Dihydro-9,10-methanoanthracen-9-ylmethyl)piperidin-4-ol). The yield is 88.0%. As a reaction SMILES: [CH:1]1[C:14]2[C:13]3([C:16]([N:18]4[CH2:23][CH2:22][CH:21]([OH:24])[CH2:20][CH2:19]4)=O)[CH2:15][CH:6]([C:7]4[C:12]3=[CH:11][CH:10]=[CH:9][CH:8]=4)[C:5]=2[CH:4]=[CH:3][CH:2]=1.[H-].[Al+3].[Li+].[H-].[H-].[H-]>C(OCC)C>[CH:11]1[C:12]2[C:13]3([CH2:16][N:18]4[CH2:23][CH2:22][CH:21]([OH:24])[CH2:20][CH2:19]4)[CH2:15][CH:6]([C:5]4[C:14]3=[CH:1][CH:2]=[CH:3][CH:4]=4)[C:7]=2[CH:8]=[CH:9][CH:10]=1 |f:1.2.3.4.5.6|. Procedure details: To a cooled suspension (0° C.) of-(9,10-dihydro-9,10-methanoanthracen-9-ylcarbonyl)piperidin-4-ol (described above)(19.6 mmol) in diethyl ether (200 mL) under nitrogen was added lithium aluminum hydride (1.49 g, 39.2 mmol, 8 eq of hydride) in portions. The suspension was stirred at 0° C. for 30 min and warmed to room temperature. After 18 h at room temperature, the excess reagent was carefully quenched with the following in sequence: water (1.5 mL), 2.5N NaOH (1.5 mL) and additional water (4.5 m... Starting materials: Cc1ccccc1, ClP(Cl)Cl, Nc1ccc(N2CCOCC2)c(F)c1, O=C(O)c1cc(Cl)ccc1O. Yields the product O=C(Nc1ccc(N2CCOCC2)c(F)c1)c1cc(Cl)ccc1O. Reaction SMILES: [CH3:30][c:31]1[cH:32][cH:33][cH:34][cH:35][cH:36]1.[Cl:26][P:27]([Cl:28])[Cl:29].[F:12][c:13]1[cH:14][c:15]([NH2:16])[cH:17][cH:18][c:19]1[N:20]1[CH2:21][CH2:22][O:23][CH2:24][CH2:25]1.[OH:1][C:2](=[O:3])[c:4]1[cH:5][c:6]([Cl:7])[cH:8][cH:9][c:10]1[OH:11]>>[C:2](=[O:3])([c:4]1[cH:5][c:6]([Cl:7])[cH:8][cH:9][c:10]1[OH:11])[NH:16][c:15]1[cH:14][c:13]([F:12])[c:19]([N:20]2[CH2:21][CH2:22][O:23][CH2:24][CH2:25]2)[cH:18][cH:17]1. The reactants are CC(=O)OC(C)=O, CS(C)=O, CCOC(C)=O, ClC(Cl)Cl, O=C(Cc1ccccc1)NC1C(=O)N2CC(O)CSC12, c1ccccc1. The product is O=C1CSC2C(NC(=O)Cc3ccccc3)C(=O)N2C1. Reaction SMILES: [CH3:21][C:22]([O:23][C:24](=[O:25])[CH3:26])=[O:27].[CH3:32][S:33]([CH3:34])=[O:35].[CH3:36][CH2:37][O:38][C:39](=[O:40])[CH3:41].[CH:28]([Cl:29])([Cl:30])[Cl:31].[OH:1][CH:2]1[CH2:3][S:4][CH:5]2[N:6]([CH2:7]1)[C:8](=[O:20])[CH:9]2[NH:10][C:11]([CH2:12][c:13]1[cH:14][cH:15][cH:16][cH:17][cH:18]1)=[O:19].[cH:42]1[cH:43][cH:44][cH:45][cH:46][cH:47]1>>[O:1]=[C:2]1[CH2:3][S:4][CH:5]2[N:6]([CH2:7]1)[C:8](=[O:20])[CH:9]2[NH:10][C:11]([CH2:12][c:13]1[cH:14][cH:15][cH:16][cH:17][cH:18]1)=[O:19]. The reactants are C(C)(C)[N-]C(C)C.[Li+] (Lithium diisopropylamide), solution, N12C[C@@H](C(CC1)CC2)OC(C(CC2=CC=CC=C2)C2=CC=CC=C2)=O (2,3-diphenylpropionic acid (3R)-1-azabicyclo[2.2.2]oct-3-yl ester), C1CCOC1 (THF). Yields the product N12C[C@@H](C(CC1)CC2)OC(C(CC2=CC=CC=C2)(C2=CC=CC=C2)CO)=O (2-Hydroxymethyl-2,3-diphenylpropionic acid (3R)-1-azabicyclo[2.2.2]oct-3-yl ester). Reaction SMILES: C([N-]C(C)C)(C)C.[Li+].[N:9]12[CH2:16][CH2:15][CH:12]([CH2:13][CH2:14]1)[C@@H:11]([O:17][C:18](=[O:33])[CH:19]([C:27]1[CH:32]=[CH:31][CH:30]=[CH:29][CH:28]=1)[CH2:20][C:21]1[CH:26]=[CH:25][CH:24]=[CH:23][CH:22]=1)[CH2:10]2.C1C[O:37][CH2:36]C1>>[N:9]12[CH2:16][CH2:15][CH:12]([CH2:13][CH2:14]1)[C@@H:11]([O:17][C:18](=[O:33])[C:19]([CH2:36][OH:37])([C:27]1[CH:32]=[CH:31][CH:30]=[CH:29][CH:28]=1)[CH2:20][C:21]1[CH:22]=[CH:23][CH:24]=[CH:25][CH:26]=1)[CH2:10]2 |f:0.1|. Reported procedure: Lithium diisopropylamide (0.0048 mol) 2.40 ml of a 2M solution (in heptane/THF/ethylbenzene) was added to a stirred solution of 1.5 g (0.0045 mol) of 2,3-diphenylpropionic acid (3R)-1-azabicyclo[2.2.2]oct-3-yl ester in 30 ml of THF at −70° C. under a N2 atmosphere. CH2O (gas) was bubbled into the reaction mixture via a steady stream of dry N2 during 10 min at −70° C. and then while the mixture was warmed at room temperature. The reaction was quenched by addition of saturated ammonium chloride so... The reactants are CN(C)CCO (2-(N,N-dimethylamino)ethanol), C(OC(C)C)(OCCN(C)C)=O (isopropyl 2-dimethylaminoethyl carbonate). The solvent is C(C)(C)O (isopropanol). Product: C(OCCN(C)C)(OCCN(C)C)=O (bis[2-(N,N-dimethylamino)ethyl] carbonate). Reaction SMILES: [CH3:1][N:2]([CH2:4][CH2:5][OH:6])[CH3:3].[C:7](=O)([O:12][CH2:13][CH2:14][N:15]([CH3:17])[CH3:16])[O:8]C(C)C>C(O)(C)C>[C:7](=[O:8])([O:12][CH2:13][CH2:14][N:15]([CH3:17])[CH3:16])[O:6][CH2:5][CH2:4][N:2]([CH3:3])[CH3:1]. Reported procedure: wherein the 2-(N,N-dimethylamino)ethanol reacts with the isopropyl 2-dimethylaminoethyl carbonate formed in step ii) to form bis[2-(N,N-dimethylamino)ethyl] carbonate and isopropanol,